Dataset: the Open Reaction Database (ORD), a public repository of structured organic reaction records. Task: describe an organic reaction: reactants, conditions, products, and yield Starting materials: C(CCCCCCCCCCC)C1=CC(=NO1)C(C(=O)O)C1=CC=CC=C1 (5-dodecyl-α-phenyl-3-isoxazole acetic acid), solution, C(CCC)[Li] (n-butyl lithium), C(=O)=O (dry ice), C(CCCCCCCCCCC)C1=NOC(=C1)CC1=CC=CC=C1 (3-dodecyl-5-(phenylmethyl)isoxazole), C(CCCCCCCCCCC)C1=CC(=NO1)CC1=CC=CC=C1 (5-dodecyl-3-(phenylmethyl)isoxazole), C(=O)=O (CO2). The solvent is hexanes, O1CCCC1 (tetrahydrofuran). Reaction conditions: temperature -78 celsius. The product is C(CCCCCCCCCCC)C1=NOC(=C1)C(C(=O)O)C1=CC=CC=C1 ((±)-3-Dodecyl-α-phenyl-5-isoxazole acetic acid). Reaction SMILES: [CH2:1]([C:13]1[CH:17]=[C:16]([CH2:18][C:19]2[CH:24]=[CH:23][CH:22]=[CH:21][CH:20]=2)[O:15][N:14]=1)[CH2:2][CH2:3][CH2:4][CH2:5][CH2:6][CH2:7][CH2:8][CH2:9][CH2:10][CH2:11][CH3:12].C(C1ON=C(CC2C=CC=CC=2)C=1)CCCCCCCCCCC.C([Li])CCC.[C:54](=[O:56])=[O:55].C(C1ON=C(C(C2C=CC=CC=2)C(O)=O)C=1)CCCCCCCCCCC>O1CCCC1>[CH2:1]([C:13]1[CH:17]=[C:16]([CH:18]([C:19]2[CH:20]=[CH:21][CH:22]=[CH:23][CH:24]=2)[C:54]([OH:56])=[O:55])[O:15][N:14]=1)[CH2:2][CH2:3][CH2:4][CH2:5][CH2:6][CH2:7][CH2:8][CH2:9][CH2:10][CH2:11][CH3:12]. Procedure details: To a cold (-78° C.), stirred suspension of 3-dodecyl-5-(phenylmethyl)isoxazole and 5-dodecyl-3-(phenylmethyl)isoxazole (1.64 g, 0.00500 mol) in dry tetrahydrofuran (150 mL) was added dropwise over 3 minutes a 2.06M solution (5.0 mL, 0.010 mol) of n-butyl lithium in hexanes, and the mixture was stirred for 80 minutes under nitrogen. The resulting orange solution was poured into freshly crushed dry ice (~300 g), the mixture was covered with parafilm with a small hole to allow CO2 (g) to escape, an... Reactants: CN(CCC(C1=NC=CC=C1)C1=CC=C(C(=O)O)C=C1)C (4-(3-dimethylamino-1-(2-pyridyl)propyl)benzoic acid), C1(=CC=CC=C1)C (toluene). Solvent: C(C(=O)Cl)(=O)Cl (oxalyl chloride). Conditions: time 1 hour. Yields the product CN(CCC(C1=NC=CC=C1)C1=CC=C(C(=O)OCC)C=C1)C (Ethyl 4-[3-dimethylamino-1-(2-pyridyl)propyl]benzoate). As a reaction SMILES: [CH3:1][N:2]([CH3:21])[CH2:3][CH2:4][CH:5]([C:12]1[CH:20]=[CH:19][C:15]([C:16]([OH:18])=[O:17])=[CH:14][CH:13]=1)[C:6]1[CH:11]=[CH:10][CH:9]=[CH:8][N:7]=1.[C:22]1(C)C=CC=C[CH:23]=1>C(Cl)(=O)C(Cl)=O>[CH3:21][N:2]([CH3:1])[CH2:3][CH2:4][CH:5]([C:12]1[CH:13]=[CH:14][C:15]([C:16]([O:18][CH2:22][CH3:23])=[O:17])=[CH:19][CH:20]=1)[C:6]1[CH:11]=[CH:10][CH:9]=[CH:8][N:7]=1. Reported procedure: Acid 18a (927 mg, 3.26 mmol) was stirred in oxalyl chloride (5 mL) at room temperature for 2 minutes and dry toluene (4 mL) was added to facilitate stirring. After 1 h, the mixture was concentrated. Ethanol (10 mL) and triethylamine (1.35 mL) were added and the dark yellow mixture was stirred overnight. The mixture was then concentrated and partitioned between ethyl acetate (25 mL) and water (25 mL). The layers were separated and the aqueous layer was extracted with ethyl acetate (10 mL). The co... Reactants: Cc1cc(NC(=O)OC(C)(C)C)c(NC(=O)CC(=O)c2cccc(-c3ccc(C(C)C)nc3)c2)cc1Cl, ClCCl, O=C(O)C(F)(F)F. The product is Cc1cc2c(cc1Cl)NC(=O)CC(c1cccc(-c3ccc(C(C)C)nc3)c1)=N2. Reaction SMILES: [C:1]([O:2][C:3](=[O:4])[NH:7][c:8]1[c:9]([NH:16][C:17]([CH2:18][C:19](=[O:5])[c:21]2[cH:22][c:23](-[c:27]3[cH:28][n:29][c:30]([CH:33]([CH3:34])[CH3:35])[cH:31][cH:32]3)[cH:24][cH:25][cH:26]2)=[O:36])[cH:10][c:11]([Cl:15])[c:12]([CH3:14])[cH:13]1)([CH3:6])([CH3:20])[CH3:37].[Cl:45][CH2:46][Cl:47].[F:38][C:39]([F:40])([F:41])[C:42]([OH:43])=[O:44]>>[N:7]1=[C:19]([c:21]2[cH:22][c:23](-[c:27]3[cH:28][n:29][c:30]([CH:33]([CH3:34])[CH3:35])[cH:31][cH:32]3)[cH:24][cH:25][cH:26]2)[CH2:18][C:17](=[O:36])[NH:16][c:9]2[c:8]1[cH:13][c:12]([CH3:14])[c:11]([Cl:15])[cH:10]2. Reactants: O=C1NC(=O)C(c2ccccc2)=C1Br, C[Mg+], CCOCC, [I-], c1ccccc1, c1ccc2[nH]ccc2c1. The product is O=C1NC(=O)C(c2c[nH]c3ccccc23)=C1c1ccccc1. Reaction SMILES: [Br:13][C:14]1=[C:18]([c:19]2[cH:20][cH:21][cH:22][cH:23][cH:24]2)[C:17](=[O:25])[NH:16][C:15]1=[O:26].[CH3:11][Mg+:12].[CH3:33][CH2:34][O:35][CH2:36][CH3:37].[I-:10].[cH:27]1[cH:28][cH:29][cH:30][cH:31][cH:32]1.[nH:1]1[cH:2][cH:3][c:4]2[cH:5][cH:6][cH:7][cH:8][c:9]12>>[nH:1]1[cH:2][c:3]([C:14]2=[C:18]([c:19]3[cH:20][cH:21][cH:22][cH:23][cH:24]3)[C:17](=[O:25])[NH:16][C:15]2=[O:26])[c:4]2[cH:5][cH:6][cH:7][cH:8][c:9]12. Reactants: CC(C)n1c(-c2ccc3c(c2)CNC3=O)nnc1C(C)(C)Oc1c(F)cc(Cl)cc1F, [H-], CI, [Na+], CN(C)C=O. The product is CC(C)n1c(-c2ccc3c(c2)CN(C)C3=O)nnc1C(C)(C)Oc1c(F)cc(Cl)cc1F. As a reaction SMILES: [Cl:3][c:4]1[cH:5][c:6]([F:33])[c:7]([O:8][C:9]([CH3:10])([CH3:11])[c:12]2[n:13]([CH:27]([CH3:28])[CH3:29])[c:14](-[c:17]3[cH:18][c:19]4[c:23]([cH:24][cH:25]3)[C:22](=[O:26])[NH:21][CH2:20]4)[n:15][n:16]2)[c:30]([F:32])[cH:31]1.[H-:1].[I:34][CH3:35].[Na+:2].[O:36]=[CH:37][N:38]([CH3:39])[CH3:40]>>[Cl:3][c:4]1[cH:5][c:6]([F:33])[c:7]([O:8][C:9]([CH3:10])([CH3:11])[c:12]2[n:13]([CH:27]([CH3:28])[CH3:29])[c:14](-[c:17]3[cH:18][c:19]4[c:23]([cH:24][cH:25]3)[C:22](=[O:26])[N:21]([CH3:35])[CH2:20]4)[n:15][n:16]2)[c:30]([F:32])[cH:31]1. Starting materials: C(CCC)C1=NC2=C(N1CC1=CC=C(C=C1)C=1C(=CC=CC1)C(=O)OC(C)(C)C)C=C(C=C2NC(=O)C)C2CCCCC2 (tert.butyl 4'-[(2-n-butyl-6-cyclohexylacetamino-benzimidazol-1-yl)-methyl]biphenyl-2-carboxylate), FC(C(=O)O)(F)F (trifluoroacetic acid). Yields the product C(CCC)C1=NC2=C(N1CC1=CC=C(C=C1)C=1C(=CC=CC1)C(=O)O)C=C(C=C2NC(=O)C)C2CCCCC2 (4'-[(2-n-Butyl-6-cyclohexylacetamino-benzimidazol-1-yl)-methyl]biphenyl-2-carboxylic acid). RXN SMILES: [CH2:1]([C:5]1[N:9]([CH2:10][C:11]2[CH:16]=[CH:15][C:14]([C:17]3[C:18]([C:23]([O:25]C(C)(C)C)=[O:24])=[CH:19][CH:20]=[CH:21][CH:22]=3)=[CH:13][CH:12]=2)[C:8]2[CH:30]=[C:31]([CH:38]3[CH2:43][CH2:42][CH2:41][CH2:40][CH2:39]3)[CH:32]=[C:33]([NH:34][C:35]([CH3:37])=[O:36])[C:7]=2[N:6]=1)[CH2:2][CH2:3][CH3:4].FC(F)(F)C(O)=O>>[CH2:1]([C:5]1[N:9]([CH2:10][C:11]2[CH:16]=[CH:15][C:14]([C:17]3[C:18]([C:23]([OH:25])=[O:24])=[CH:19][CH:20]=[CH:21][CH:22]=3)=[CH:13][CH:12]=2)[C:8]2[CH:30]=[C:31]([CH:38]3[CH2:39][CH2:40][CH2:41][CH2:42][CH2:43]3)[CH:32]=[C:33]([NH:34][C:35]([CH3:37])=[O:36])[C:7]=2[N:6]=1)[CH2:2][CH2:3][CH3:4]. Reported procedure: Prepared in analogous manner to Example 9 from tert.butyl 4'-[(2-n-butyl-6-cyclohexylacetamino-benzimidazol-1-yl)-methyl]biphenyl-2-carboxylate and trifluoroacetic acid.